From a dataset of the Open Reaction Database (ORD), a public repository of structured organic reaction records. describe an organic reaction: reactants, conditions, products, and yield Reactants: [H-].[Al+3].[Li+].[H-].[H-].[H-] (lithium aluminium hydride), COC=1C=C2CCC(C(C2=CC1)CC(=O)OCC)C1=CC=C(C=C1)OC (ethyl [(1RS,2RS)-6-methoxy-2-p-methoxyphenyl-1,2,3,4-tetrahydronaphth-1-yl]acetate), [Cr](=O)(=O)([O-])Cl.[NH+]1=CC=CC=C1 (pyridinium chlorochromate). Yields the product COC=1C=C2CCC(C(C2=CC1)CC=O)C1=CC=C(C=C1)OC (2-[(1RS,2RS)-6-methoxy-2-p methoxvphenyl-1,2,3,4-tetrahydronaphth-1-yl]-acetaldehyde). RXN SMILES: [H-].[Al+3].[Li+].[H-].[H-].[H-].[CH3:7][O:8][C:9]1[CH:10]=[C:11]2[C:16](=[CH:17][CH:18]=1)[CH:15]([CH2:19][C:20](OCC)=[O:21])[CH:14]([C:25]1[CH:30]=[CH:29][C:28]([O:31][CH3:32])=[CH:27][CH:26]=1)[CH2:13][CH2:12]2.[Cr](Cl)([O-])(=O)=O.[NH+]1C=CC=CC=1>>[CH3:7][O:8][C:9]1[CH:10]=[C:11]2[C:16](=[CH:17][CH:18]=1)[CH:15]([CH2:19][CH:20]=[O:21])[CH:14]([C:25]1[CH:30]=[CH:29][C:28]([O:31][CH3:32])=[CH:27][CH:26]=1)[CH2:13][CH2:12]2 |f:0.1.2.3.4.5,7.8|. Procedure: A stirred mixture of 3,4-dihydro-6-methoxy-2-p-methoxyphenylnaphthalen-1(2H)-one (10 g.), ethyl bromoacetate (17.8 g.), zinc (11.6 g.), benzene (200 ml.) and one crystal of iodine was heated under reflux under an atmosphere of argon for 10 minutes, allowed to continue to boil until the exothermic reaction subsided, heated again under reflux for a further 10 minutes and then cooled to laboratory temperature. Saturated aqueous ammonium chloride solution (100 ml.) was added, the mixture was filtere... The reactants are CC(C)(C)OC(=O)NCc1cccc2c1CN(C(=O)OCc1ccccc1)C2, CO. Yields the product CC(C)(C)OC(=O)NCc1cccc2c1CNC2. RXN SMILES: [CH2:1]([O:2][C:3](=[O:4])[N:11]1[CH2:12][c:13]2[cH:14][cH:15][cH:16][c:17]([CH2:20][NH:21][C:22](=[O:23])[O:24][C:25]([CH3:26])([CH3:27])[CH3:28])[c:18]2[CH2:19]1)[c:5]1[cH:6][cH:7][cH:8][cH:9][cH:10]1.[CH3:29][OH:30]>>[NH:11]1[CH2:12][c:13]2[cH:14][cH:15][cH:16][c:17]([CH2:20][NH:21][C:22](=[O:23])[O:24][C:25]([CH3:26])([CH3:27])[CH3:28])[c:18]2[CH2:19]1. Reactants: CCOc1cc(C(C)(C)C#N)ccc1C1=NC(C)(c2ccc(Cl)cc2)C(C)(c2ccc(Cl)cc2)N1C(=O)Cl, O=C(O)C(F)(F)F, CC(=O)N1CCC(N2CCNCC2)CC1. Product: CCOc1cc(C(C)(C)C#N)ccc1C1=NC(C)(c2ccc(Cl)cc2)C(C)(c2ccc(Cl)cc2)N1C(=O)N1CCN(C2CCN(C(C)=O)CC2)CC1. Reaction SMILES: [Cl:1][c:2]1[cH:3][cH:4][c:5]([C:8]2([CH3:38])[N:9]=[C:10]([c:24]3[c:25]([O:35][CH2:36][CH3:37])[cH:26][c:27]([C:30]([CH3:31])([CH3:32])[C:33]#[N:34])[cH:28][cH:29]3)[N:11]([C:21](=[O:22])[Cl:23])[C:12]2([CH3:13])[c:14]2[cH:15][cH:16][c:17]([Cl:20])[cH:18][cH:19]2)[cH:6][cH:7]1.[F:39][C:40]([F:41])([F:42])[C:43]([OH:44])=[O:45].[N:46]1([CH:52]2[CH2:53][CH2:54][N:55]([C:58]([CH3:59])=[O:60])[CH2:56][CH2:57]2)[CH2:47][CH2:48][NH:49][CH2:50][CH2:51]1>>[Cl:1][c:2]1[cH:3][cH:4][c:5]([C:8]2([CH3:38])[N:9]=[C:10]([c:24]3[c:25]([O:35][CH2:36][CH3:37])[cH:26][c:27]([C:30]([CH3:31])([CH3:32])[C:33]#[N:34])[cH:28][cH:29]3)[N:11]([C:21](=[O:22])[N:49]3[CH2:48][CH2:47][N:46]([CH:52]4[CH2:53][CH2:54][N:55]([C:58]([CH3:59])=[O:60])[CH2:56][CH2:57]4)[CH2:51][CH2:50]3)[C:12]2([CH3:13])[c:14]2[cH:15][cH:16][c:17]([Cl:20])[cH:18][cH:19]2)[cH:6][cH:7]1. Reactants: [O-]O (hydroperoxide), CC1=CCC(=C(C)C)CC1 (terpinolene), C1(=CCC(CC1)(C(=C)C)O)C (p-mentha-1,8-dien-4-ol). Product: CC1=CCC(CC1)(C(C)C)O (4-terpineol). RXN SMILES: [O-]O.CC1CCC(=C(C)C)CC=1.[C:13]1([CH3:23])[CH2:18][CH2:17][C:16]([OH:22])([C:19]([CH3:21])=[CH2:20])[CH2:15][CH:14]=1>>[CH3:23][C:13]1[CH2:18][CH2:17][C:16]([OH:22])([CH:19]([CH3:20])[CH3:21])[CH2:15][CH:14]=1. Procedure: The hydroperoxide resulting from terpinolene can be reduced to p-mentha-1,8-dien-4-ol and this can be selectively catalytically hydrogenated to give 4-terpineol. Reactants: COC(=O)C1(C(C)=O)CCOCC1, CO, [Na+], [Na+], [Na+], O=S(=O)([O-])[O-], [OH-], OO. Product: CC(=O)C1CCOCC1. Reaction SMILES: [C:1]([CH3:2])(=[O:3])[C:4]1([C:10]([O:11][CH3:12])=[O:13])[CH2:5][CH2:6][O:7][CH2:8][CH2:9]1.[CH3:25][OH:26].[Na+:17].[Na+:18].[Na+:19].[O-:20][S:21](=[O:22])(=[O:23])[O-:24].[OH-:16].[OH:14][OH:15]>>[C:1]([CH3:2])(=[O:3])[CH:4]1[CH2:5][CH2:6][O:7][CH2:8][CH2:9]1. RXN SMILES: [H-].[Na+].[I-].[CH3:4][S+](C)(C)=O.[F:9][C:10]1[CH:15]=[CH:14][C:13]([F:16])=[CH:12][C:11]=1[C:17](=[O:27])[C@H:18]([O:20][CH:21]1[CH2:26][CH2:25][CH2:24][CH2:23][O:22]1)[CH3:19]>CS(C)=O>[F:9][C:10]1[CH:15]=[CH:14][C:13]([F:16])=[CH:12][C:11]=1[C:17]1([C@H:18]([O:20][CH:21]2[CH2:26][CH2:25][CH2:24][CH2:23][O:22]2)[CH3:19])[CH2:4][O:27]1 |f:0.1,2.3|. Yields the product FC1=C(C=C(C=C1)F)C1(OC1)[C@@H](C)OC1OCCCC1 (2-(2,5-Difluorophenyl)-2-[(1R)-1-(3,4,5,6,-tetrahydro-2H-pyran-2-yloxy)ethyl]oxirane). Conditions: time 3 hour. Isolated yield 97.1%. The solvent is CS(=O)C (DMSO), CS(=O)C (DMSO). Reactants: FC1=C(C=C(C=C1)F)C([C@@H](C)OC1OCCCC1)=O ((2R)-2′,5′-Difluoro-2-(3,4,5,6-tetrahydro-2H-pyran-2-yloxy)-propiophenone), ice water, [H-].[Na+] (NaH), [I-].C[S+](=O)(C)C (trimethylsulfoxonium iodide). Reported procedure: To a stirred mixture of NaH (60% in oil, 9.1 g, 0.228 mol) in DMSO (300ml) was added portionwise trimethylsulfoxonium iodide (53.9 g, 0.245 mol ) at the inner temperature with the range from 15° C. to 18° C. over 20 min. The ice bath was removed and the mixture was stirred at r.t. for 3 hrs. The mixture was cooled down to 10° C. To this mixture was added a solution of (2R)-2′,5′-Difluoro-2-(3,4,5,6-tetrahydro-2H-pyran-2-yloxy)-propiophenone (47.3 g, 0.175 mol) in DMSO (150 ml) dropwise over 20 m... The reactants are [Br-], COc1ccsc1, CC(C)=CC(=O)Cl, ClCCl, [K+], O, Cl[Sn](Cl)(Cl)Cl. Yields the product COc1ccsc1C(=O)C=C(C)C. RXN SMILES: [Br-:20].[CH3:1][O:2][c:3]1[cH:4][s:5][cH:6][cH:7]1.[CH3:8][C:9](=[CH:10][C:11](=[O:12])[Cl:13])[CH3:14].[Cl:22][CH2:23][Cl:24].[K+:21].[OH2:25].[Sn:15]([Cl:16])([Cl:17])([Cl:18])[Cl:19]>>[CH3:1][O:2][c:3]1[c:4]([C:11]([CH:10]=[C:9]([CH3:8])[CH3:14])=[O:12])[s:5][cH:6][cH:7]1. Reactants: ClC=1SC2=C3C(=C(C=NC3=CC=C2N1)C(=O)OCC)O (ethyl 2-chloro-9-hydroxythiazolo[5,4-f]quinoline-8-carboxylate), P(Cl)(Cl)(Cl)(Cl)Cl (phosphorus pentachloride). Run in P(=O)(Cl)(Cl)Cl (phosphorus oxychloride). Product: ClC=1SC2=C3C(=C(C=NC3=CC=C2N1)C(=O)OCC)Cl (ethyl 2,9-dichlorothiazolo[5,4-f]quinoline- 8-carboxylate). As a reaction SMILES: [Cl:1][C:2]1[S:3][C:4]2[C:13]([N:14]=1)=[CH:12][CH:11]=[C:10]1[C:5]=2[C:6](O)=[C:7]([C:15]([O:17][CH2:18][CH3:19])=[O:16])[CH:8]=[N:9]1.P(Cl)(Cl)(Cl)(Cl)[Cl:22]>P(Cl)(Cl)(Cl)=O>[Cl:1][C:2]1[S:3][C:4]2[C:13]([N:14]=1)=[CH:12][CH:11]=[C:10]1[C:5]=2[C:6]([Cl:22])=[C:7]([C:15]([O:17][CH2:18][CH3:19])=[O:16])[CH:8]=[N:9]1. Procedure: A mixture of 3.09 g of ethyl 2-chloro-9-hydroxythiazolo[5,4-f]quinoline-8-carboxylate, 20 ml of phosphorus oxychloride and 0.2 g of phosphorus pentachloride was refluxed for 1 hour and the reaction mixture was treated in the same manner as described in Example 5 to give ethyl 2,9-dichlorothiazolo[5,4-f]quinoline- 8-carboxylate.